This data is from the Open Reaction Database (ORD), a public repository of structured organic reaction records. The task is: describe an organic reaction: reactants, conditions, products, and yield Reactants: CC1(NC=CC=C1)C(=O)NC(OC1=CC=CC=C1)=O (Phenyl 2-methylpicolinoylcarbamate), C(C)(C)N(CC)C(C)C (diisopropylethyl amine), CC1=CC=CC(=N1)C(=O)N (6-methyl-pyridine-2-carboxamide), Cl.N1CCC(CC1)=CC=1C=C(OC2=NC=C(C=C2)C(F)(F)F)C=CC1 (2-(3-piperidin-4-ylidenemethyl-phenoxy)-5-trifluoromethyl-pyridine hydrochloride). Run in C(C)#N (acetonitrile). Conditions: temperature 50 celsius. The product is CC1=CC=CC(=N1)C(=O)NC(=O)N1CCC(CC1)=CC1=CC(=CC=C1)OC1=NC=C(C=C1)C(F)(F)F (6-methyl-N-{[4-(3-{[5-(trifluoromethyl)pyridin-2-yl]oxy}benzylidene)piperidin-1-yl]carbonyl}pyridine-2-carboxamide). RXN SMILES: CC1([C:8](NC(=O)OC2C=CC=CC=2)=[O:9])C=CC=CN1.[CH3:20][C:21]1[N:26]=[C:25]([C:27]([NH2:29])=[O:28])[CH:24]=[CH:23][CH:22]=1.Cl.[NH:31]1[CH2:36][CH2:35][C:34](=[CH:37][C:38]2[CH:39]=[C:40]([CH:52]=[CH:53][CH:54]=2)[O:41][C:42]2[CH:47]=[CH:46][C:45]([C:48]([F:51])([F:50])[F:49])=[CH:44][N:43]=2)[CH2:33][CH2:32]1.C(N(C(C)C)CC)(C)C>C(#N)C>[CH3:20][C:21]1[N:26]=[C:25]([C:27]([NH:29][C:8]([N:31]2[CH2:36][CH2:35][C:34](=[CH:37][C:38]3[CH:54]=[CH:53][CH:52]=[C:40]([O:41][C:42]4[CH:47]=[CH:46][C:45]([C:48]([F:51])([F:49])[F:50])=[CH:44][N:43]=4)[CH:39]=3)[CH2:33][CH2:32]2)=[O:9])=[O:28])[CH:24]=[CH:23][CH:22]=1 |f:2.3|. Procedure: Phenyl 2-methylpicolinoylcarbamate (150 mg, 0.585 mmol, prepared according to the procedure in Example 15, Step 1 from 6-methyl-pyridine-2-carboxamide), 2-(3-piperidin-4-ylidenemethyl-phenoxy)-5-trifluoromethyl-pyridine hydrochloride (175 mg, 0.472 mmol) (from Example 1, Step 5), and diisopropylethyl amine (0.16 mL, 0.92 mmol) were combined in acetonitrile (5 mL) and warmed to 50° C. After 3 hours the mixture was cooled to room temperature and concentrated. The residue was purified by silica gel... Run in CO (methanol). Reaction conditions: temperature 25 celsius. Yields the product CC1=C(C=CC(=C1COC1=CC=CC=C1)CC=NOC)C(C(=O)OC)=CC (methyl α-[2-methyl-4-(2 -methoxyiminoethyl)-phenyloxymethylphenyl]-β-methylacrylate). Reaction SMILES: [CH3:1][C:2]1[C:7]([CH2:8][O:9][C:10]2[CH:15]=[CH:14][CH:13]=[CH:12][CH:11]=2)=[C:6]([C:16](=O)[CH3:17])[CH:5]=[CH:4][C:3]=1[C:19](=[CH:24][CH3:25])[C:20]([O:22][CH3:23])=[O:21].Cl.[CH3:27][O:28][NH2:29]>CO>[CH3:1][C:2]1[C:7]([CH2:8][O:9][C:10]2[CH:15]=[CH:14][CH:13]=[CH:12][CH:11]=2)=[C:6]([CH2:16][CH:17]=[N:29][O:28][CH3:27])[CH:5]=[CH:4][C:3]=1[C:19](=[CH:24][CH3:25])[C:20]([O:22][CH3:23])=[O:21] |f:1.2|. Procedure details: 22 g (67.4 mmol) of methyl α-[2-methyl-4-acetylphenyloxymethylphenyl]-β-methylacrylate and 11.3 g (0.135 mol) of O-methylhydroxylamine hydrochloride were refluxed in 600 ml of methanol for 6 hours. The mixture was allowed to cool to about 25° C., was hydrolyzed and extracted with ice water. The organic phases were washed with water, dried and evaporated down. There was obtained 18 g of the title compound in the form of pale yellow crystals (m.p.: 55°-60° C.). The reactants are CC1=C(C=CC(=C1COC1=CC=CC=C1)C(C)=O)C(C(=O)OC)=CC (methyl α-[2-methyl-4-acetylphenyloxymethylphenyl]-β-methylacrylate), Cl.CON (O-methylhydroxylamine hydrochloride). Yield: 72.7%. Reactants: C1OC=2C=C(C=CC2O1)CCC(=O)C1=CC=CC=C1 (3-(3,4-methylenedioxyphenyl)propiophenone), C(CCC)[Li] (n-butyl lithium), C(CC(=O)C)(=O)OC (methyl acetoacetate), [H-].[Na+] (NaH), ketone. Run in O1CCCC1 (tetrahydrofuran), CCCCCC (hexane). Reaction conditions: temperature 0 celsius, time 15 minute. Yields the product O1COC2=C1C=CC(=C2)CCC2(CC(=CC(O2)=O)O)C2=CC=CC=C2 (6-(2-Benzo[1,3]dioxol-5-yl-ethyl)-5,6-dihydro-4-hydroxy-6-phenyl-2H-pyran-2-one), solid. RXN SMILES: [C:1](OC)(=[O:6])[CH2:2][C:3]([CH3:5])=[O:4].[H-].[Na+].C([Li])CCC.[CH2:16]1[O:24][C:23]2[CH:22]=[CH:21][C:20]([CH2:25][CH2:26][C:27]([C:29]3[CH:34]=[CH:33][CH:32]=[CH:31][CH:30]=3)=[O:28])=[CH:19][C:18]=2[O:17]1>CCCCCC.O1CCCC1>[O:24]1[C:23]2[CH:22]=[CH:21][C:20]([CH2:25][CH2:26][C:27]3([C:29]4[CH:30]=[CH:31][CH:32]=[CH:33][CH:34]=4)[O:28][C:1](=[O:6])[CH:2]=[C:3]([OH:4])[CH2:5]3)=[CH:19][C:18]=2[O:17][CH2:16]1 |f:1.2|. Procedure: The title compound was prepared as described in General Method 1 using 0.22 mL of methyl acetoacetate, 90 mg of NaH 60% dispersion in oil, 1 mL of 2.1M n-butyl lithium in hexane, 500 mg of 3-(3,4-methylenedioxyphenyl)propiophenone and 15 mL of tetrahydrofuran. After addition of the ketone, the reaction was stirred for 15 minutes at 0° C. then allowed to warm to room temperature and stirred for 2 hours. The crude product was triturated from diethyl ether to afford a solid (m.p. 112°-114° C. ). 1H... Starting materials: C(C)O (Ethanol), Cl (hydrogen chloride), Cl (hydrogen chloride), COC1=C(OCCCCCOC2=CC=C(C#N)C=C2)C=CC=C1 (4-[5-(2-methoxyphenoxy)pentoxy]benzonitrile). The solvent is C(C)OCC (diethyl ether). Conditions: temperature 5 celsius, time 84 hour. The product is Cl.COC1=C(OCCCCCOC2=CC=C(C=C2)C(OCC)=N)C=CC=C1 (ethyl 4-[5-(2-methoxyphenoxy)pentoxy]benzenecarboximidate hydrochloride). RXN SMILES: [CH2:1]([OH:3])[CH3:2].[ClH:4].[CH3:5][O:6][C:7]1[CH:27]=[CH:26][CH:25]=[CH:24][C:8]=1[O:9][CH2:10][CH2:11][CH2:12][CH2:13][CH2:14][O:15][C:16]1[CH:23]=[CH:22][C:19]([C:20]#[N:21])=[CH:18][CH:17]=1>C(OCC)C>[ClH:4].[CH3:5][O:6][C:7]1[CH:27]=[CH:26][CH:25]=[CH:24][C:8]=1[O:9][CH2:10][CH2:11][CH2:12][CH2:13][CH2:14][O:15][C:16]1[CH:17]=[CH:18][C:19]([C:20](=[NH:21])[O:3][CH2:1][CH3:2])=[CH:22][CH:23]=1 |f:4.5|. Procedure details: Ethanol (2 B anhydrous, 16.5 L) is cooled with an ice-salt bath to 0° C. Anhydrous hydrogen chloride is introduced until the solution is saturated (~8 hours). At this time the internal temperature is 5° C. To this is added 4-[5-(2-methoxyphenoxy)pentoxy]benzonitrile (1.64 kg, 5.26 mol) as a solid within a period of 10 minutes. At this point additional hydrogen chloride is introduced to maintain saturation at 5° C. for another 8 hours. Almost complete solution is achieved and the color is yellow.... The reactants are C(C)(C)(C)OC(=O)NC(C(=O)N1CCCC1)C(C1=CC=NC=C1)=NO ((±)-2-tert-Butyloxycarbonylamino-3-(hydroxyimino)-3-(pyridin-4-yl)-1-(pyrrolidin-1-yl)propan-1-one), C(C)(C)(C)OC(=O)NC(C(=O)N1CCCC1)C(C1=CC=NC=C1)=NO ((±)-2-tert-Butyloxycarbonylamino-3-(hydroxyimino)-3-(pyridin-4-yl)-1-(pyrrolidin-1-yl)propan-1-one), Cl (HCl). The solvent is CO (MeOH), CO (MeOH). Reaction conditions: temperature 45 celsius. Product: NC(C(=O)N1CCCC1)C(C1=CC=NC=C1)=NO ((±)-2-amino-3-(hydroxyimino)-3-(pyridin-4-yl)-1-(pyrrolidin-1-yl)propan-1-one). Reaction SMILES: C(OC([NH:8][CH:9]([C:17](=[N:24][OH:25])[C:18]1[CH:23]=[CH:22][N:21]=[CH:20][CH:19]=1)[C:10]([N:12]1[CH2:16][CH2:15][CH2:14][CH2:13]1)=[O:11])=O)(C)(C)C.Cl>CO>[NH2:8][CH:9]([C:17](=[N:24][OH:25])[C:18]1[CH:19]=[CH:20][N:21]=[CH:22][CH:23]=1)[C:10]([N:12]1[CH2:13][CH2:14][CH2:15][CH2:16]1)=[O:11]. Procedure: (±)-2-tert-Butyloxycarbonylamino-3-(hydroxyimino)-3-(pyridin-4-yl)-1-(pyrrolidin-1-yl)propan-1-one TTA 08160 (100 mg, 0.29 mmol) was dissolved in MeOH (2 mL) and a solution of 1 M HCl in MeOH (1 mL, 3.00 mmol) was added and the mixture was heated for 10 min at 45° C. MeOH was evaporated and the residue was dried to give crude (±)-2-amino-3-(hydroxyimino)-3-(pyridin-4-yl)-1-(pyrrolidin-1-yl)propan-1-one TTA 08164. Amberlite IRA-400 (Cl−) (1 mL, 1.4 mmol) was washed successively with water (2×10 m... The reactants are FC1=C(C=C(C#N)C=C1)C(F)(F)F (4-fluoro-3-trifluoromethylbenzonitrile), C[C@@H](CC)O ((S)-(+)-2-butanol), [H-].[Na+] (sodium hydride). Solvent: C1CCOC1 (THF). Conditions: time 2 hour. The product is FC(C=1C=C(C#N)C=CC1O[C@@H](C)CC)(F)F (3-Trifluoromethyl-4-(2-(S)-butoxy)benzonitrile). Isolated yield 38.3%. As a reaction SMILES: F[C:2]1[CH:9]=[CH:8][C:5]([C:6]#[N:7])=[CH:4][C:3]=1[C:10]([F:13])([F:12])[F:11].[CH3:14][C@H:15]([OH:18])[CH2:16][CH3:17].[H-].[Na+]>C1COCC1>[F:11][C:10]([F:13])([F:12])[C:3]1[CH:4]=[C:5]([CH:8]=[CH:9][C:2]=1[O:18][C@H:15]([CH2:16][CH3:17])[CH3:14])[C:6]#[N:7] |f:2.3|. Reported procedure: A solution of 1.1 g (5.9 mmol) of 4-fluoro-3-trifluoromethylbenzonitrile and 485 mg (6.5 mmol) of (S)-(+)-2-butanol in 10 mL of THF at −10° C. was treated with 235 mg (5.9 mmol) of sodium hydride. The resulting mixture was stirred cold for 2 h, then quenched with 10 mL of H2O. The quenched solution was extracted with 30 mL of Et2O, dried over MgSO4 and concentrated. Chromatography on a Biotage 40M cartridge using 4:1 v/v hexanes/EtOAc as the eluant afforded 550 mg of the title compound: 1H NMR (...